This data is from the Open Reaction Database (ORD), a public repository of structured organic reaction records. The task is: describe an organic reaction: reactants, conditions, products, and yield Starting materials: C(#N)N=C(N[C@H](CN(C(=O)OCC[Si](C)(C)C)C)CC1CCCCC1)N1C[C@@H](CCC1)[C@@](CCCCOC)(C1=CC=CC=C1)O ((3R)—N′-cyano-N-((S)-3-cyclohexyl-1-(N-methyl-N-(2-(trimethylsilyl)ethoxycarbonyl)amino)propan-2-yl)-3-((S)-1-hydroxy-5-methoxy-1-phenylpentyl)piperidine-1-carboxamidine), [N+](CC)(CC)(CC)CC.[F-] (Et4NF). Run in CC#N (MeCN). The product is C(#N)N=C(N[C@H](CNC)CC1CCCCC1)N1C[C@@H](CCC1)[C@@](CCCCOC)(C1=CC=CC=C1)O ((3R)—N′-cyano-N-((S)-3-cyclohexyl-1-(methylamino)propan-2-yl)-3-((S)-1-hydroxy-5-methoxy-1-phenylpentyl)piperidine-1-carboxamidine). Yield: 15.3%. RXN SMILES: [C:1]([N:3]=[C:4]([N:26]1[CH2:31][CH2:30][CH2:29][C@@H:28]([C@:32]([OH:45])([C:39]2[CH:44]=[CH:43][CH:42]=[CH:41][CH:40]=2)[CH2:33][CH2:34][CH2:35][CH2:36][O:37][CH3:38])[CH2:27]1)[NH:5][C@@H:6]([CH2:19][CH:20]1[CH2:25][CH2:24][CH2:23][CH2:22][CH2:21]1)[CH2:7][N:8](C)[C:9](OCC[Si](C)(C)C)=O)#[N:2].[N+](CC)(CC)(CC)CC.[F-]>CC#N>[C:1]([N:3]=[C:4]([N:26]1[CH2:31][CH2:30][CH2:29][C@@H:28]([C@:32]([OH:45])([C:39]2[CH:40]=[CH:41][CH:42]=[CH:43][CH:44]=2)[CH2:33][CH2:34][CH2:35][CH2:36][O:37][CH3:38])[CH2:27]1)[NH:5][C@@H:6]([CH2:19][CH:20]1[CH2:21][CH2:22][CH2:23][CH2:24][CH2:25]1)[CH2:7][NH:8][CH3:9])#[N:2] |f:1.2|. Procedure details: A solution of (3R)—N′-cyano-N-((S)-3-cyclohexyl-1-(N-methyl-N-(2-(trimethylsilyl)ethoxycarbonyl)amino)propan-2-yl)-3-((S)-1-hydroxy-5-methoxy-1-phenylpentyl)piperidine-1-carboxamidine (145 mg, 0.21 mmol) and Et4NF (160 mg, 1.1 mmol) in MeCN (5 mL) was heated at 100° C. in the microwave for 7 min. The reaction mixture was directly submitted to prep HPLC to afford (3R)—N′-cyano-N-((S)-3-cyclohexyl-1-(methylamino)propan-2-yl)-3-((S)-1-hydroxy-5-methoxy-1-phenylpentyl)piperidine-1-carboxamidine (16 ... Product: CC1CN(Cc2nnc(-c3cc(-c4cccc5[nH]ccc45)cc4c3cnn4C)o2)CC(C)O1. The reactants are CC1CN(Cc2nnc(-c3cc(Br)cc4c3cnn4C)o2)CC(C)O1, C1COCCO1, CC1(C)OB(c2cccc3[nH]ccc23)OC1(C)C, [Na+], [Na+], O=C([O-])[O-], O. Reaction SMILES: [Br:1][c:2]1[cH:3][c:4](-[c:12]2[o:13][c:14]([CH2:17][N:18]3[CH2:19][CH:20]([CH3:25])[O:21][CH:22]([CH3:24])[CH2:23]3)[n:15][n:16]2)[c:5]2[cH:6][n:7][n:8]([CH3:11])[c:9]2[cH:10]1.[CH2:50]1[O:51][CH2:52][CH2:53][O:54][CH2:55]1.[CH3:26][C:27]1([CH3:28])[C:29]([CH3:30])([CH3:31])[O:32][B:33]([c:34]2[c:35]3[cH:36][cH:37][nH:38][c:39]3[cH:40][cH:41][cH:42]2)[O:43]1.[Na+:44].[Na+:45].[O-:46][C:47](=[O:48])[O-:49].[OH2:56]>>[c:2]1(-[c:34]2[c:35]3[cH:36][cH:37][nH:38][c:39]3[cH:40][cH:41][cH:42]2)[cH:3][c:4](-[c:12]2[o:13][c:14]([CH2:17][N:18]3[CH2:19][CH:20]([CH3:25])[O:21][CH:22]([CH3:24])[CH2:23]3)[n:15][n:16]2)[c:5]2[cH:6][n:7][n:8]([CH3:11])[c:9]2[cH:10]1. Reactants: Cc1c(C2=NN(Cc3ccc(F)cc3)S(=O)(=O)c3ccccc32)c2cc(F)ccc2n1CC(=O)OC(C)(C)C, O=C(O)C(F)(F)F. The product is Cc1c(C2=NN(Cc3ccc(F)cc3)S(=O)(=O)c3ccccc32)c2cc(F)ccc2n1CC(=O)O. Reaction SMILES: [C:1]([CH3:2])([CH3:3])([CH3:4])[O:5][C:6]([CH2:7][n:8]1[c:9]([CH3:38])[c:10]([C:18]2=[N:19][N:20]([CH2:30][c:31]3[cH:32][cH:33][c:34]([F:37])[cH:35][cH:36]3)[S:21](=[O:28])(=[O:29])[c:22]3[c:23]2[cH:24][cH:25][cH:26][cH:27]3)[c:11]2[cH:12][c:13]([F:17])[cH:14][cH:15][c:16]12)=[O:39].[F:40][C:41]([F:42])([F:43])[C:44]([OH:45])=[O:46]>>[O:5]=[C:6]([CH2:7][n:8]1[c:9]([CH3:38])[c:10]([C:18]2=[N:19][N:20]([CH2:30][c:31]3[cH:32][cH:33][c:34]([F:37])[cH:35][cH:36]3)[S:21](=[O:28])(=[O:29])[c:22]3[c:23]2[cH:24][cH:25][cH:26][cH:27]3)[c:11]2[cH:12][c:13]([F:17])[cH:14][cH:15][c:16]12)[OH:39]. Yields the product S(=O)(=O)(O)O.FC([C@@]1(N=C(COC1)N)C1=C(C=CC=C1)F)F ((R)-5-Difluoromethyl-5-(2-fluoro-phenyl)-5,6-dihydro-2H-[1,4]oxazin-3-ylamine sulphate). Reported procedure: To a solution of (R)-5-difluoromethyl-5-(2-fluoro-phenyl)-morpholin-3-one (120 g, 489.4 mmol) in CH2Cl2 (1.2 L) was added P2S5 (108 g, 489.4 mmol) at room temperature. The resulted yellow suspension was heated to reflux for 3.5 h. The reaction mixture was filtered through a pad of silica gel (200˜300 mesh), washed with CH2Cl2 for 3 times to get a brown solution. The solvent was removed to provide the crude product as an orange solid, which was dispersed in THF (100 mL), then 25% NH3 water soluti... Reaction conditions: time 8 hour. The reactants are crude product, OS(=O)(=O)O (H2SO4), FC([C@]1(COCC(N1)=O)C1=C(C=CC=C1)F)F ((R)-5-difluoromethyl-5-(2-fluoro-phenyl)-morpholin-3-one), P12(=S)SP3(=S)SP(=S)(S1)SP(=S)(S2)S3 (P2S5), N.O (NH3 water). Run in CO (MeOH), C1CCOC1 (THF), C(Cl)Cl (CH2Cl2). RXN SMILES: [F:1][CH:2]([F:17])[C@:3]1([C:10]2[CH:15]=[CH:14][CH:13]=[CH:12][C:11]=2[F:16])[NH:8][C:7](=O)[CH2:6][O:5][CH2:4]1.P12(SP3(SP(SP(S3)(S1)=S)(=S)S2)=S)=S.[NH3:32].O.[OH:34][S:35]([OH:38])(=[O:37])=[O:36]>C(Cl)Cl.C1COCC1.CO>[S:35]([OH:38])([OH:37])(=[O:36])=[O:34].[F:1][CH:2]([F:17])[C@@:3]1([C:10]2[CH:15]=[CH:14][CH:13]=[CH:12][C:11]=2[F:16])[CH2:4][O:5][CH2:6][C:7]([NH2:32])=[N:8]1 |f:2.3,8.9|. Starting materials: C(CC(=O)C)(=O)OCCN(C)CC1=CC=C(C=C1)Cl (2-[N-(4-chlorobenzyl)-N-methylamino]-ethyl acetoacetate), [N+](=O)([O-])C=1C=C(C=C(C(=O)OCC2CC2)C(=O)C)C=CC1 (cyclopropylmethyl 2-(3-nitrobenzylidene)acetoacetate), N (ammonia). Run in C(C)O (ethanol). Run at time 7 hour. Yields the product CC=1NC(=C(C(C1C(=O)OCCN(C)CC1=CC=C(C=C1)Cl)C1=CC(=CC=C1)[N+](=O)[O-])C(=O)OCC1CC1)C (3-[2-[N-(4-chlorobenzyl)-N-methylamino]ethyl] 5-cyclopropylmethyl 1,4-dihydro-2,6-dimethyl-4-(3-nitrophenyl)pyridine-3,5-dicarboxylate). Isolated yield 56.3%. Reaction SMILES: [C:1]([O:7][CH2:8][CH2:9][N:10]([CH2:12][C:13]1[CH:18]=[CH:17][C:16]([Cl:19])=[CH:15][CH:14]=1)[CH3:11])(=[O:6])[CH2:2][C:3]([CH3:5])=O.[N+:20]([C:23]1[CH:24]=[C:25]([CH:38]=[CH:39][CH:40]=1)[CH:26]=[C:27]([C:35]([CH3:37])=O)[C:28]([O:30][CH2:31][CH:32]1[CH2:34][CH2:33]1)=[O:29])([O-:22])=[O:21].[NH3:41]>C(O)C>[CH3:5][C:3]1[NH:41][C:35]([CH3:37])=[C:27]([C:28]([O:30][CH2:31][CH:32]2[CH2:34][CH2:33]2)=[O:29])[CH:26]([C:25]2[CH:38]=[CH:39][CH:40]=[C:23]([N+:20]([O-:22])=[O:21])[CH:24]=2)[C:2]=1[C:1]([O:7][CH2:8][CH2:9][N:10]([CH2:12][C:13]1[CH:18]=[CH:17][C:16]([Cl:19])=[CH:15][CH:14]=1)[CH3:11])=[O:6]. Procedure details: A mixture of 10.0 g (35 mmol) of 2-[N-(4-chlorobenzyl)-N-methylamino]-ethyl acetoacetate, 10.2 g (35 mmol) of cyclopropylmethyl 2-(3-nitrobenzylidene)acetoacetate, 2.9 ml of 28% aqueous ammonia and 50 ml of ethanol was stirred at the reflux temperature for 7 hours, and then the solvent was removed under reduced pressure. The residue was chromatographed on silica gel column and crystallized from methanol to afford 3-[2-[N-(4-chlorobenzyl)-N-methylamino]ethyl] 5-cyclopropylmethyl 1,4-dihydro-2,6-d... Starting materials: O=c1[nH]c2cc(F)c(F)cc2c(=O)n1OCc1ccccc1, CCI, [H-], [Na+], CN(C)C=O. The product is CCn1c(=O)n(OCc2ccccc2)c(=O)c2cc(F)c(F)cc21. RXN SMILES: [CH2:1]([c:2]1[cH:3][cH:4][cH:5][cH:6][cH:7]1)[O:8][n:9]1[c:10](=[O:22])[nH:11][c:12]2[cH:13][c:14]([F:21])[c:15]([F:20])[cH:16][c:17]2[c:18]1=[O:19].[CH2:25]([CH3:26])[I:27].[H-:23].[Na+:24].[O:28]=[CH:29][N:30]([CH3:31])[CH3:32]>>[CH2:1]([c:2]1[cH:3][cH:4][cH:5][cH:6][cH:7]1)[O:8][n:9]1[c:10](=[O:22])[n:11]([CH2:25][CH3:26])[c:12]2[cH:13][c:14]([F:21])[c:15]([F:20])[cH:16][c:17]2[c:18]1=[O:19].